describe an organic reaction: reactants, conditions, products, and yield From a dataset of the Open Reaction Database (ORD), a public repository of structured organic reaction records. Reactants: CCN=C=NCCCN(C)C, CCN(C(C)C)C(C)C, COc1ccc(Cn2nc(N3CCN(C(=O)OC(C)(C)C)CC3)c3c(Oc4ccc(N)cc4F)ccnc32)cc1, Cl, O=C(O)c1ccnn(-c2ccc(F)cc2)c1=O, CN(C)C=O, On1nnc2ccccc21. The product is COc1ccc(Cn2nc(N3CCN(C(=O)OC(C)(C)C)CC3)c3c(Oc4ccc(NC(=O)c5ccnn(-c6ccc(F)cc6)c5=O)cc4F)ccnc32)cc1. As a reaction SMILES: [CH2:59]([N:60]=[C:61]=[N:62][CH2:63][CH2:64][CH2:65][N:66]([CH3:67])[CH3:68])[CH3:69].[CH2:80]([N:81]([CH:82]([CH3:83])[CH3:84])[CH:85]([CH3:86])[CH3:87])[CH3:88].[CH3:1][O:2][c:3]1[cH:4][cH:5][c:6]([CH2:7][n:8]2[n:9][c:10]([N:26]3[CH2:27][CH2:28][N:29]([C:32](=[O:33])[O:34][C:35]([CH3:36])([CH3:37])[CH3:38])[CH2:30][CH2:31]3)[c:11]3[c:12]2[n:13][cH:14][cH:15][c:16]3[O:17][c:18]2[c:19]([F:25])[cH:20][c:21]([NH2:24])[cH:22][cH:23]2)[cH:39][cH:40]1.[ClH:58].[F:41][c:42]1[cH:43][cH:44][c:45](-[n:48]2[n:49][cH:50][cH:51][c:52]([C:55](=[O:56])[OH:57])[c:53]2=[O:54])[cH:46][cH:47]1.[O:89]=[CH:90][N:91]([CH3:92])[CH3:93].[n:70]1([OH:71])[c:72]2[cH:73][cH:74][cH:75][cH:76][c:77]2[n:78][n:79]1>>[CH3:1][O:2][c:3]1[cH:4][cH:5][c:6]([CH2:7][n:8]2[n:9][c:10]([N:26]3[CH2:27][CH2:28][N:29]([C:32](=[O:33])[O:34][C:35]([CH3:36])([CH3:37])[CH3:38])[CH2:30][CH2:31]3)[c:11]3[c:12]2[n:13][cH:14][cH:15][c:16]3[O:17][c:18]2[c:19]([F:25])[cH:20][c:21]([NH:24][C:55]([c:52]3[cH:51][cH:50][n:49][n:48](-[c:45]4[cH:44][cH:43][c:42]([F:41])[cH:47][cH:46]4)[c:53]3=[O:54])=[O:56])[cH:22][cH:23]2)[cH:39][cH:40]1. Reactants: C1(=CC=CC=C1)OC (anisole), [N+](=O)([O-])C1=CC2=C(OC3=C(O2)C=CC(=C3)[N+](=O)[O-])C=C1 (2,7-dinitrodibenzodioxin), [H][H] (hydrogen). The reagents and catalysts are [Pd] (palladium/carbon). Solvent: C1CCOC1 (THF). Conditions: time 8 hour. Product: NC1=CC2=C(OC3=C(O2)C=CC(=C3)N)C=C1 (2,7-diaminodibenzodioxin). The yield is 46.1%. Reaction SMILES: C1(OC)C=CC=CC=1.[N+:9]([C:12]1[CH:28]=[CH:27][C:15]2[O:16][C:17]3[CH:23]=[C:22]([N+:24]([O-])=O)[CH:21]=[CH:20][C:18]=3[O:19][C:14]=2[CH:13]=1)([O-])=O.[H][H]>[Pd].C1COCC1>[NH2:24][C:22]1[CH:21]=[CH:20][C:18]2[O:19][C:14]3[CH:13]=[C:12]([NH2:9])[CH:28]=[CH:27][C:15]=3[O:16][C:17]=2[CH:23]=1. Procedure details: To a mixture of 1200 ml of anisole and 800 ml of THF were added 69.7 g (0.254 mole) of 2,7-dinitrodibenzodioxin and 22.2 g of 10% palladium/carbon and hydrogen gas was passed through the mixture with stirring at room temperature for 8 hours. The 10% palladium/carbon was removed by filtration, then a precipitate containing the 10% palladium/carbon was collected by filtration, and the precipitate was rinsed with THF. The rinsings were concentrated and dried under reduced pressure to give 25.0 g (0... The reactants are FC1=CC=C(C=C1)/C=C/C1=CC(=NC=C1)OCC1=CC=C(C=C1)OC (4-[(E)-2-(4-fluorophenyl)vinyl]-2-(4-methoxybenzyloxy)-pyridine), C(C1=CC=CC=C1)OC1=CC(N(C=C1)C1=CC=C(C=C1)OCCN1CCCC1)=O (4-benzyloxy-1-{4-[2-(1-pyrrolidinyl)ethoxy]phenyl}-1H-pyridin-2-one), FC1=CC=C(C=C1)/C=C/C1=CC(NC=C1)=O (4-[(E)-2-(4-fluorophenyl)vinyl]-1H-pyridin-2-one). Yields the product FC1=CC=C(C=C1)/C=C/C1=CC(N(C=C1)C1=CC=C(C=C1)OCCN1CCCC1)=O (4-[(E)-2-(4-fluorophenyl)vinyl]-1-{4-[2-(1-pyrrolidinyl)-ethoxy]phenyl}-1H-pyridin-2-one). Reaction SMILES: [F:1][C:2]1[CH:7]=[CH:6][C:5](/[CH:8]=[CH:9]/[C:10]2[CH:15]=[CH:14][N:13]=[C:12]([O:16]CC3C=CC(OC)=CC=3)[CH:11]=2)=[CH:4][CH:3]=1.C(OC1C=CN([C:40]2[CH:45]=[CH:44][C:43]([O:46][CH2:47][CH2:48][N:49]3[CH2:53][CH2:52][CH2:51][CH2:50]3)=[CH:42][CH:41]=2)C(=O)C=1)C1C=CC=CC=1.FC1C=CC(/C=C/C2C=CNC(=O)C=2)=CC=1>>[F:1][C:2]1[CH:3]=[CH:4][C:5](/[CH:8]=[CH:9]/[C:10]2[CH:15]=[CH:14][N:13]([C:40]3[CH:41]=[CH:42][C:43]([O:46][CH2:47][CH2:48][N:49]4[CH2:50][CH2:51][CH2:52][CH2:53]4)=[CH:44][CH:45]=3)[C:12](=[O:16])[CH:11]=2)=[CH:6][CH:7]=1. Procedure details: Operations similar to Steps (1), (2) and (3) of Example 12 were conducted except that 4-[(E)-2-(4-fluorophenyl)vinyl]-1H-pyridin-2-one was used in place of 4-benzyloxy-1H-pyridin-2-one in Example 12, to provide the title compound. The reactants are [OH-].[K+] (potassium hydroxide), C(C)(=O)OC1=C(C=C(C(=C1)C(C)(C)C)OCC1=CC=CC=C1)C(C)(C)C (4-benzyloxy-2,5-di-t-butylphenyl acetate), Cl (hydrochloric acid). The solvent is CO (methanol). Run at time 8 hour. The product is C(C1=CC=CC=C1)OC1=CC(=C(C=C1C(C)(C)C)O)C(C)(C)C (4-Benzyloxy-2,5-di-t-butylphenol). The yield is 99.6%. As a reaction SMILES: [OH-].[K+].C([O:6][C:7]1[CH:12]=[C:11]([C:13]([CH3:16])([CH3:15])[CH3:14])[C:10]([O:17][CH2:18][C:19]2[CH:24]=[CH:23][CH:22]=[CH:21][CH:20]=2)=[CH:9][C:8]=1[C:25]([CH3:28])([CH3:27])[CH3:26])(=O)C.Cl>CO>[CH2:18]([O:17][C:10]1[C:11]([C:13]([CH3:14])([CH3:15])[CH3:16])=[CH:12][C:7]([OH:6])=[C:8]([C:25]([CH3:28])([CH3:27])[CH3:26])[CH:9]=1)[C:19]1[CH:20]=[CH:21][CH:22]=[CH:23][CH:24]=1 |f:0.1|. Procedure: To a solution of potassium hydroxide (1.51 g) in methanol (12 ml) was added 4-benzyloxy-2,5-di-t-butylphenyl acetate (4.9 g). The mixture was allowed to stand at ambient temperature overnight. The reaction mixture was neutralized with dilute hydrochloric acid and then extracted with ethyl acetate. The ethyl acetate solution was dried over anhydrous sodium sulfate and evaporated to dryness to give the title compound (4.3 g). The reactants are COC(=O)c1ccc(CCN2C(=O)CCC2C=CC(=O)CCCC(C)O[Si](C)(C)C(C)(C)C)cc1, C1CCOC1. Yields the product COC(=O)c1ccc(CCN2C(=O)CCC2C=CC(O)CCCC(C)O[Si](C)(C)C(C)(C)C)cc1. Reaction SMILES: [C:1]([CH3:2])([CH3:3])([CH3:4])[Si:5]([O:6][CH:7]([CH2:8][CH2:9][CH2:10][C:11]([CH:12]=[CH:13][CH:14]1[N:15]([CH2:20][CH2:21][c:22]2[cH:23][cH:24][c:25]([C:26](=[O:27])[O:28][CH3:29])[cH:30][cH:31]2)[C:16](=[O:19])[CH2:17][CH2:18]1)=[O:32])[CH3:33])([CH3:34])[CH3:35].[CH2:36]1[O:37][CH2:38][CH2:39][CH2:40]1>>[C:1]([CH3:2])([CH3:3])([CH3:4])[Si:5]([O:6][CH:7]([CH2:8][CH2:9][CH2:10][CH:11]([CH:12]=[CH:13][CH:14]1[N:15]([CH2:20][CH2:21][c:22]2[cH:23][cH:24][c:25]([C:26](=[O:27])[O:28][CH3:29])[cH:30][cH:31]2)[C:16](=[O:19])[CH2:17][CH2:18]1)[OH:32])[CH3:33])([CH3:34])[CH3:35]. Starting materials: CC(C)(C)OC(=O)N1CCCC(Nc2ccc3c(N)nccc3c2)C1, ClCCl, O=C(O)C(F)(F)F. The product is Nc1nccc2cc(NC3CCCNC3)ccc12. As a reaction SMILES: [C:1]([O:2][C:3](=[O:4])[N:8]1[CH2:9][CH:10]([NH:14][c:15]2[cH:16][c:17]3[cH:18][cH:19][n:20][c:21]([NH2:25])[c:22]3[cH:23][cH:24]2)[CH2:11][CH2:12][CH2:13]1)([CH3:5])([CH3:6])[CH3:7].[Cl:26][CH2:27][Cl:28].[OH:29][C:30]([C:31]([F:32])([F:33])[F:34])=[O:35]>>[NH:8]1[CH2:9][CH:10]([NH:14][c:15]2[cH:16][c:17]3[cH:18][cH:19][n:20][c:21]([NH2:25])[c:22]3[cH:23][cH:24]2)[CH2:11][CH2:12][CH2:13]1. The reactants are CO, COC(C)(C)CCCC(C)CC(O)CC(=O)C1COC(=O)C1, Cl, O. Yields the product COC(C)(C)CCCC(C)CC=CC(=O)C1COC(=O)C1. Reaction SMILES: [CH3:25][OH:26].[CH3:2][O:3][C:4]([CH2:5][CH2:6][CH2:7][CH:8]([CH2:9][CH:10]([CH2:11][C:12](=[O:13])[CH:14]1[CH2:15][C:16](=[O:17])[O:18][CH2:19]1)[OH:20])[CH3:21])([CH3:22])[CH3:23].[ClH:1].[OH2:24]>>[CH3:2][O:3][C:4]([CH2:5][CH2:6][CH2:7][CH:8]([CH2:9][CH:10]=[CH:11][C:12](=[O:13])[CH:14]1[CH2:15][C:16](=[O:17])[O:18][CH2:19]1)[CH3:21])([CH3:22])[CH3:23].